Dataset: the Open Reaction Database (ORD), a public repository of structured organic reaction records. Task: describe an organic reaction: reactants, conditions, products, and yield The reactants are ClCC(C=CC1=CC=C(C=C1)[N+](=O)[O-])=O (1-chloro-4-(4-nitrophenyl)-2-oxo-3-butene), COC(=S)NN (hydrazinecarbothioic acid O-methylester). Solvent: C(C)#N (acetonitrile). Product: [N+](=O)([O-])C1=CC=C(C=C1)C=CC1=NNC(SC1)=O (5-[2-(4-nitrophenyl)ethenyl]-6H-1,3,4-thiadiazin 2(3H)one). As a reaction SMILES: Cl[CH2:2][C:3](=O)[CH:4]=[CH:5][C:6]1[CH:11]=[CH:10][C:9]([N+:12]([O-:14])=[O:13])=[CH:8][CH:7]=1.C[O:17][C:18]([NH:20][NH2:21])=[S:19]>C(#N)C>[N+:12]([C:9]1[CH:10]=[CH:11][C:6]([CH:5]=[CH:4][C:3]2[CH2:2][S:19][C:18](=[O:17])[NH:20][N:21]=2)=[CH:7][CH:8]=1)([O-:14])=[O:13]. Procedure: A solution containing 11.2 g of 1-chloro-4-(4-nitrophenyl)-2-oxo-3-butene (J. Org. Chem. 28, 2446, 1963) and 6.8 g of hydrazinecarbothioic acid O-methylester in 200 ml of acetonitrile was refluxed for 3 h. The crystals were filtered and washed with acetonitrile and ether. Yield 7.7 g (59%), mp. 231°-240° C. The reactants are BrC1=CC=C(C=C1)O (4-bromophenol), [H-].[Na+] (NaH), O (water), ClC1=NC=CC=C1 (2-chloropyridine). Run in CN(C)C=O (DMF). Reaction conditions: time 30 minute. Yields the product BrC1=CC=C(OC2=NC=CC=C2)C=C1 (2-(4-Bromophenoxy)pyridine). The yield is 26.3%. RXN SMILES: [Br:1][C:2]1[CH:7]=[CH:6][C:5]([OH:8])=[CH:4][CH:3]=1.[H-].[Na+].Cl[C:12]1[CH:17]=[CH:16][CH:15]=[CH:14][N:13]=1.O>CN(C=O)C>[Br:1][C:2]1[CH:7]=[CH:6][C:5]([O:8][C:12]2[CH:17]=[CH:16][CH:15]=[CH:14][N:13]=2)=[CH:4][CH:3]=1 |f:1.2|. Procedure: To a stirred solution of 4-bromophenol (200 mg) in DMF (3 mL) was added NaH (60% in oil, 46.2 mg) at room temperature. The mixture was stirred for 30 min, and 2-chloropyridine (131 mg) was added. The mixture was exposed to microwave irradiation at 230° C. for 1 h, treated with water, and extracted with AcOEt. The organic layer was dried over MgSO4 and concentrated under reduced pressure. The residue was purified by silica gel column chromatography (AcOEt/hexane). The product was crystallized fro...